From a dataset of the Open Reaction Database (ORD), a public repository of structured organic reaction records. describe an organic reaction: reactants, conditions, products, and yield Starting materials: O=C1CCC(=O)N1Br, CCOC(=O)c1cc(Cl)c(C)[nH]1, ClCCl, [Na+], [OH-]. The product is CCOC(=O)c1[nH]c(C)c(Cl)c1Br. RXN SMILES: [Br:13][N:14]1[C:15](=[O:16])[CH2:17][CH2:18][C:19]1=[O:20].[Cl:1][c:2]1[cH:3][c:4]([C:8](=[O:9])[O:10][CH2:11][CH3:12])[nH:5][c:6]1[CH3:7].[Cl:23][CH2:24][Cl:25].[Na+:22].[OH-:21]>>[Cl:1][c:2]1[c:3]([Br:13])[c:4]([C:8](=[O:9])[O:10][CH2:11][CH3:12])[nH:5][c:6]1[CH3:7]. The reactants are C(C)(=O)OCC (ethyl acetate), BrC1=C(C=NN(C1=O)CC(NCC1=CC=NC=C1)=S)N[C@H]1[C@@H]([C@@H]2C([C@H](C1)C2)(C)C)C (2-{5-Bromo-6-oxo-4-[(1R,2R,3R,5S)-2,6,6-trimethylbicyclo[3.1.1]hept-3-ylamino]pyridazin-1(6H)-yl}-N-(pyridin-4-ylmethyl)ethanethioamide), N(=[N+]=[N-])[Si](C)(C)C (azidotrimethylsilane). The reagents and catalysts are [Fe](Cl)(Cl)Cl (iron trichloride). The solvent is ClCCl (dichloromethane). Reaction conditions: time 17 hour. Product: BrC=1C(N(N=CC1N[C@H]1[C@@H]([C@@H]2C([C@H](C1)C2)(C)C)C)CC2=NN=NN2CC2=CC=NC=C2)=O (4-Bromo-2-{[1-(pyridin-4-ylmethyl)-1H-tetrazol-5-yl]methyl}-5-[(1R,2R,3R,5S)-2,6,6-trimethylbicyclo[3.1.1]hept-3-ylamino]pyridazin-3(2H)-one). The yield is 23.4%. RXN SMILES: [Br:1][C:2]1[C:7](=[O:8])[N:6]([CH2:9][C:10](=S)[NH:11][CH2:12][C:13]2[CH:18]=[CH:17][N:16]=[CH:15][CH:14]=2)[N:5]=[CH:4][C:3]=1[NH:20][C@@H:21]1[CH2:26][C@@H:25]2[CH2:27][C@@H:23]([C:24]2([CH3:29])[CH3:28])[C@H:22]1[CH3:30].[N:31]([Si](C)(C)C)=[N+:32]=[N-:33].C(OCC)(=O)C>ClCCl.[Fe](Cl)(Cl)Cl>[Br:1][C:2]1[C:7](=[O:8])[N:6]([CH2:9][C:10]2[N:11]([CH2:12][C:13]3[CH:18]=[CH:17][N:16]=[CH:15][CH:14]=3)[N:33]=[N:32][N:31]=2)[N:5]=[CH:4][C:3]=1[NH:20][C@@H:21]1[CH2:26][C@@H:25]2[CH2:27][C@@H:23]([C:24]2([CH3:29])[CH3:28])[C@H:22]1[CH3:30]. Reported procedure: 2-{5-Bromo-6-oxo-4-[(1R,2R,3R,5S)-2,6,6-trimethylbicyclo[3.1.1]hept-3-ylamino]pyridazin-1(6H)-yl}-N-(pyridin-4-ylmethyl)ethanethioamide (38 mg, 0.077 mmol) in dichloromethane (1 mL) was mixed with azidotrimethylsilane (41 μL, 0.308 mmol) and iron trichloride (30 mg, 0.185 mmol) at room temperature and stirred at room temperature for 17 hours. After completion of the reaction, ethyl acetate was added, and the organic layer was washed with saturated aqueous sodium hydrogen carbonate, dried over an...